Task: describe an organic reaction: reactants, conditions, products, and yield. Dataset: the Open Reaction Database (ORD), a public repository of structured organic reaction records Starting materials: NC=1C=NC=CC1C=1OC2=C(N1)C=C(C=C2)C(F)(F)F (2-(3-aminopyridin-4-yl)-5-(trifluoromethyl)benzoxazole), C(C)(=O)OC(C)=O (acetic anhydride). Solvent: O (water). Run at temperature 60 celsius. Yields the product FC(C=1C=CC2=C(N=C(O2)C2=C(C=NC=C2)NC(C)=O)C1)(F)F (N-[4-(5-trifluoromethylbenzoxazole-2-yl)pyridin-3-yl]acetamide). As a reaction SMILES: [NH2:1][C:2]1[CH:3]=[N:4][CH:5]=[CH:6][C:7]=1[C:8]1[O:9][C:10]2[CH:16]=[CH:15][C:14]([C:17]([F:20])([F:19])[F:18])=[CH:13][C:11]=2[N:12]=1.[C:21](OC(=O)C)(=[O:23])[CH3:22]>O>[F:18][C:17]([F:20])([F:19])[C:14]1[CH:15]=[CH:16][C:10]2[O:9][C:8]([C:7]3[CH:6]=[CH:5][N:4]=[CH:3][C:2]=3[NH:1][C:21](=[O:23])[CH3:22])=[N:12][C:11]=2[CH:13]=1. Procedure: A mixture of 0.28 g of 2-(3-aminopyridin-4-yl)-5-(trifluoromethyl)benzoxazole and 3 ml of acetic anhydride was stirred while heating at 60° C. for two hours. The reaction mixture was cooled to room temperature, and then water was added to the reaction mixture, followed by extraction with ethyl acetate twice. The combined organic layers were washed with a saturated aqueous solution of sodium hydrogencarbonate and a saturated sodium chloride solution, dried over anhydrous magnesium sulfate, and co... The reactants are ClC1=CC(=NC(=C1[N+](=O)[O-])NC(=O)OCC)NC(=O)OCC (diethyl 4-chloro-5-nitro-2,6-pyridinedicarbamate). Reagents/catalysts: [Ni] (Ni). Reaction conditions: time 12 hour. Product: C(C)OC(NC1=CC(=C2C(=N1)NC(N2)=O)Cl)=O ((7-chloro-2-oxo-2,3-dihydro-1H-imidazo[4,5-b]pyridin-5-yl)-carbamic acid ethyl ester). Reaction SMILES: [Cl:1][C:2]1[C:7]([N+:8]([O-])=O)=[C:6]([NH:11][C:12](OCC)=[O:13])[N:5]=[C:4]([NH:17][C:18]([O:20][CH2:21][CH3:22])=[O:19])[CH:3]=1>[Ni]>[CH2:21]([O:20][C:18](=[O:19])[NH:17][C:4]1[N:5]=[C:6]2[NH:11][C:12](=[O:13])[NH:8][C:7]2=[C:2]([Cl:1])[CH:3]=1)[CH3:22]. Reported procedure: To a solution of diethyl 4-chloro-5-nitro-2,6-pyridinedicarbamate (intermediate for the preparation of 1) (500 mg) in ETOH (50 mL) was added Raney Ni (1 g) and stirred for 12 h under hydrogen atmosphere at room temperature. Reaction mixture was filtered on celite and filtrate was concentrated under reduced pressure. Residue was dissolved in 2-propanol (10 mL) and stirred for 60 h under reflux. The reaction mixture was cooled to room temperature and precipitate was filtered. The filtrate was conc... Starting materials: FC1=CC=C(C=C1)C1OC(CC(O1)=O)=O (2-(4-fluorophenyl)-1,3-dioxane-4,6-dione), C(C1=CC(OC)=C(OC)C=C1)=O (veratraldehyde), mixture, C(=O)O (formic acid). Solvent: C(C)N(CC)CC (triethylamine). Product: COC=1C=C(C=CC1OC)CCC(=O)O (3-(3,4-dimethoxyphenyl)propionic acid). RXN SMILES: FC1C=C[C:5]([CH:8]2[O:13]C(=O)CC(=O)[O:9]2)=CC=1.[CH:16](=O)[C:17]1[CH:26]=[CH:25][C:22]([O:23][CH3:24])=[C:19]([O:20][CH3:21])[CH:18]=1.C(O)=O>C(N(CC)CC)C>[CH3:21][O:20][C:19]1[CH:18]=[C:17]([CH2:16][CH2:5][C:8]([OH:13])=[O:9])[CH:26]=[CH:25][C:22]=1[O:23][CH3:24]. Procedure details: 5.26 g (0.025 mol) of 2-(4-fluorophenyl)-1,3-dioxane-4,6-dione (m.p.: 166°-167° C.) and 4.15 g (0.025 mol) of veratraldehyde were added to 25 ml of the mixture of formic acid and triethylamine prepared as described in Example 1. The reaction was carried out according to Example 1. Reactants: ClCCl, O=C(OCc1ccccc1)N1CC(O)C1. Product: O=C1CN(C(=O)OCc2ccccc2)C1. RXN SMILES: [Cl:16][CH2:17][Cl:18].[OH:1][CH:2]1[CH2:3][N:4]([C:6](=[O:7])[O:8][CH2:9][c:10]2[cH:11][cH:12][cH:13][cH:14][cH:15]2)[CH2:5]1>>[O:1]=[C:2]1[CH2:3][N:4]([C:6](=[O:7])[O:8][CH2:9][c:10]2[cH:11][cH:12][cH:13][cH:14][cH:15]2)[CH2:5]1. The reactants are IC1=CC=C(C(=O)OCC)C=C1 (ethyl 4-iodobenzoate), C(C)(C)[C@@H]1NC(OC1)=O ((S)-4-isopropyloxazolidin-2-one). The product is C(C)(C)[C@@H]1N(C(OC1)=O)C1=CC=C(C(=O)O)C=C1 ((S)-4-(4-isopropyl-2-oxooxazolidin-3-yl)benzoic acid). As a reaction SMILES: I[C:2]1[CH:12]=[CH:11][C:5]([C:6]([O:8]CC)=[O:7])=[CH:4][CH:3]=1.[CH:13]([C@H:16]1[CH2:20][O:19][C:18](=[O:21])[NH:17]1)([CH3:15])[CH3:14]>>[CH:13]([C@H:16]1[CH2:20][O:19][C:18](=[O:21])[N:17]1[C:2]1[CH:3]=[CH:4][C:5]([C:6]([OH:8])=[O:7])=[CH:11][CH:12]=1)([CH3:15])[CH3:14]. Reported procedure: By reaction and treatment in the same manner as in Preparation Example 18 and using ethyl 4-iodobenzoate (2.9 mL) and (S)-4-isopropyloxazolidin-2-one (2.5 g), the title compound (4.5 g) was obtained. The reactants are Cc1cc(N)n[nH]1, CCO, CCN(C(C)C)C(C)C, Cc1cnc(Cl)nc1Cl. The product is Cc1cc(Nc2nc(Cl)ncc2C)n[nH]1. As a reaction SMILES: [CH3:10][c:11]1[cH:12][c:13]([NH2:16])[n:14][nH:15]1.[CH3:26][CH2:27][OH:28].[CH:17]([N:18]([CH2:19][CH3:20])[CH:21]([CH3:22])[CH3:23])([CH3:24])[CH3:25].[Cl:1][c:2]1[n:3][cH:4][c:5]([CH3:9])[c:6]([Cl:8])[n:7]1>>[Cl:1][c:2]1[n:3][cH:4][c:5]([CH3:9])[c:6]([NH:16][c:13]2[cH:12][c:11]([CH3:10])[nH:15][n:14]2)[n:7]1. Product: C(C(=C)C)(=O)OC(C)OC(C)(C)C (1-tert-butoxyethyl methacrylate). Reaction SMILES: [C:1]([O:5][CH:6]=[CH2:7])([CH3:4])([CH3:3])[CH3:2].[C:8]([OH:13])(=[O:12])[C:9]([CH3:11])=[CH2:10]>>[C:8]([O:13][CH:6]([O:5][C:1]([CH3:4])([CH3:3])[CH3:2])[CH3:7])(=[O:12])[C:9]([CH3:11])=[CH2:10]. Starting materials: C(C)(C)(C)OC=C (tert-butylvinyl ether), C(C(=C)C)(=O)O (methacrylic acid). Reported procedure: The reaction procedure of Example 1 was repeated using equimolar amounts of tert-butylvinyl ether and methacrylic acid. The structure of the product, 1-tert-butoxyethyl methacrylate (Compound D) was obtained in 79% yield. Compound D is an example of a mono-functional alpha-alkoxyalkyl(meth)acrylate which may optionally be included with multi-functional alpha-alkoxyalkyl(meth)acrylate compounds in compositions of the present invention. The structure of Compound D was confirmed by 1H NMR and infra... The reactants are Cc1ccccc1, C=CC1(C)CC=C(C)CC1, O=P(O)(O)O. Yields the product CC1=CCC2(C)CCC1C2. RXN SMILES: [CH3:16][c:17]1[cH:18][cH:19][cH:20][cH:21][cH:22]1.[CH3:6][C:7]1=[CH:8][CH2:9][C:10]([CH:13]=[CH2:14])([CH3:15])[CH2:11][CH2:12]1.[P:1](=[O:2])([OH:3])([OH:4])[OH:5]>>[CH3:6][C:7]1=[CH:8][CH2:9][C:10]2([CH3:15])[CH2:11][CH:12]1[CH2:14][CH2:13]2. The reactants are C(C)C1C(CC(C(C(OC(C2CCCCN2C(C(C2(C(CC(C(C(CC(CC(=C1)C)C)OC)O2)OC)C)O)=O)=O)=O)C(=CC2CC(C(CC2)=O)OC2=CC=CC=C2)C)C)O[Si](C(C)C)(C(C)C)C(C)C)=O (17-ethyl-1-hydroxy-12-[2'-(3"-phenoxy-4"-oxocyclohexyl)-1'-methylvinyl]14-triisopropylsilyloxy-23,25-dimethoxy-13,19,21,27-tetramethyl-11,28-dioxa-4-azatricyclo[22.3.1.04,9 ]octacos-18-ene-2,3,10,16-tetraone), F (hydrofluoric acid). Product: C(C)C1C(CC(C(C(OC(C2CCCCN2C(C(C2(C(CC(C(C(CC(CC(=C1)C)C)OC)O2)OC)C)O)=O)=O)=O)C(=CC2CC(C(CC2)=O)OC2=CC=CC=C2)C)C)O)=O (17-Ethyl-1,14-dihydroxy-12-[2'-(3"-phenoxy-4"-oxocyclohexyl)-1'-methylvinyl]-23,25-dimethoxy-13,19,21,27-tetramethyl-11,28-dioxa-4-azatricyclo[22.3.1.04,9 ]octacos-18-ene-2,3,10,16-tetraone). Reaction SMILES: [CH2:1]([CH:3]1[CH:29]=[C:28]([CH3:30])[CH2:27][CH:26]([CH3:31])[CH2:25][CH:24]([O:32][CH3:33])[CH:23]2[O:34][C:19]([OH:38])([CH:20]([CH3:37])[CH2:21][CH:22]2[O:35][CH3:36])[C:18](=[O:39])[C:17](=[O:40])[N:16]2[CH:11]([CH2:12][CH2:13][CH2:14][CH2:15]2)[C:10](=[O:41])[O:9][CH:8]([C:42]([CH3:58])=[CH:43][CH:44]2[CH2:49][CH2:48][C:47](=[O:50])[CH:46]([O:51][C:52]3[CH:57]=[CH:56][CH:55]=[CH:54][CH:53]=3)[CH2:45]2)[CH:7]([CH3:59])[CH:6]([O:60][Si](C(C)C)(C(C)C)C(C)C)[CH2:5][C:4]1=[O:71])[CH3:2].F>C(#N)C>[CH2:1]([CH:3]1[CH:29]=[C:28]([CH3:30])[CH2:27][CH:26]([CH3:31])[CH2:25][CH:24]([O:32][CH3:33])[CH:23]2[O:34][C:19]([OH:38])([CH:20]([CH3:37])[CH2:21][CH:22]2[O:35][CH3:36])[C:18](=[O:39])[C:17](=[O:40])[N:16]2[CH:11]([CH2:12][CH2:13][CH2:14][CH2:15]2)[C:10](=[O:41])[O:9][CH:8]([C:42]([CH3:58])=[CH:43][CH:44]2[CH2:49][CH2:48][C:47](=[O:50])[CH:46]([O:51][C:52]3[CH:57]=[CH:56][CH:55]=[CH:54][CH:53]=3)[CH2:45]2)[CH:7]([CH3:59])[CH:6]([OH:60])[CH2:5][C:4]1=[O:71])[CH3:2]. Procedure details: To a stirred solution of 17-ethyl-1-hydroxy-12-[2'-(3"-phenoxy-4"-oxocyclohexyl)-1'-methylvinyl]14-triisopropylsilyloxy-23,25-dimethoxy-13,19,21,27-tetramethyl-11,28-dioxa-4-azatricyclo[22.3.1.04,9 ]octacos-18-ene-2,3,10,16-tetraone in acetonitrile was added hydrofluoric acid at room temperature. The reaction progress is monitored by tlc analysis and then the reaction mixture is quenched with sat'd aqueous sodium bicarbonate. The organic layer is separated and the aqueous layer is extracted with... Solvent: C(C)#N (acetonitrile). The reactants are 3-(4-chlorophenyl)-1,4-dihydro-4-oxo-5-(2-phenethylamino)-1,6-naphthyridine, C1(CC1)CBr (cyclopropylmethyl bromide), ClC1=CC=C(C=C1)C1=CNC2=CC=NC(=C2C1=O)NCC1=CC=CC=C1 (3-(4-chlorophenyl)-1,4-dihydro-4-oxo-5-benzylamino-1,6-naphthyridine), IC (iodomethane). The product is ClC1=CC=C(C=C1)C1=CN(C2=CC=NC(=C2C1=O)NCC1=CC=CC=C1)CC1CC1 (3-(4-Chlorophenyl)-1,4-dihydro-1-cyclopropylmethyl-4-oxo-5-benzylamino-1,6-naphthyridine). Reaction SMILES: [Cl:1][C:2]1[CH:7]=[CH:6][C:5]([C:8]2[C:17](=[O:18])[C:16]3[C:11](=[CH:12][CH:13]=[N:14][C:15]=3[NH:19][CH2:20][C:21]3[CH:26]=[CH:25][CH:24]=[CH:23][CH:22]=3)[NH:10][CH:9]=2)=[CH:4][CH:3]=1.IC.[CH:29]1([CH2:32]Br)[CH2:31][CH2:30]1>>[Cl:1][C:2]1[CH:3]=[CH:4][C:5]([C:8]2[C:17](=[O:18])[C:16]3[C:11](=[CH:12][CH:13]=[N:14][C:15]=3[NH:19][CH2:20][C:21]3[CH:22]=[CH:23][CH:24]=[CH:25][CH:26]=3)[N:10]([CH2:32][CH:29]3[CH2:31][CH2:30]3)[CH:9]=2)=[CH:6][CH:7]=1. Procedure: The title compound was prepared as described in Example 2 above except that 3-(4-chlorophenyl)-1,4-dihydro-4-oxo-5-(2-phenethylamino)-1,6-naphthyridine was replaced with 3-(4-chlorophenyl)-1,4-dihydro-4-oxo-5-benzylamino-1,6-naphthyridine and iodomethane was replaced with cyclopropylmethyl bromide. MS 426 (M+1)+.